Dataset: the Open Reaction Database (ORD), a public repository of structured organic reaction records. Task: describe an organic reaction: reactants, conditions, products, and yield Reactants: [Cl-].[NH4+] (ammonium chloride), [H-].[Na+] (sodium hydride), C(#N)C1=NC=CC=C1C1=CC(=CN1)CN(C(OC(C)(C)C)=O)C (tert-butyl {[5-(2-cyanopyridin-3-yl)-1H-pyrrol-3-yl]methyl}methylcarbamate), C1COCCOCCOCCOCCO1 (15-crown-5), O1C(=CC=C1)S(=O)(=O)Cl (furan-2-sulfonyl chloride). Run in O1CCCC1 (tetrahydrofuran). Conditions: time 15 minute. The product is C(#N)C1=NC=CC=C1C1=CC(=CN1S(=O)(=O)C=1OC=CC1)CN(C(OC(C)(C)C)=O)C (tert-butyl {[5-(2-cyanopyridin-3-yl)-1-(2-furylsulfonyl)-1H-pyrrol-3-yl]methyl}methylcarbamate). Yield: 90.8%. As a reaction SMILES: [H-].[Na+].[C:3]([C:5]1[C:10]([C:11]2[NH:15][CH:14]=[C:13]([CH2:16][N:17]([CH3:25])[C:18](=[O:24])[O:19][C:20]([CH3:23])([CH3:22])[CH3:21])[CH:12]=2)=[CH:9][CH:8]=[CH:7][N:6]=1)#[N:4].C1OCCOCCOCCOCCOC1.[O:41]1[CH:45]=[CH:44][CH:43]=[C:42]1[S:46](Cl)(=[O:48])=[O:47].[Cl-].[NH4+]>O1CCCC1>[C:3]([C:5]1[C:10]([C:11]2[N:15]([S:46]([C:42]3[O:41][CH:45]=[CH:44][CH:43]=3)(=[O:48])=[O:47])[CH:14]=[C:13]([CH2:16][N:17]([CH3:25])[C:18](=[O:24])[O:19][C:20]([CH3:21])([CH3:22])[CH3:23])[CH:12]=2)=[CH:9][CH:8]=[CH:7][N:6]=1)#[N:4] |f:0.1,5.6|. Procedure details: To a suspension of sodium hydride (60% in oil, 26.0 mg) in tetrahydrofuran (3 mL) was added tert-butyl {[5-(2-cyanopyridin-3-yl)-1H-pyrrol-3-yl]methyl}methylcarbamate (150 mg) at room temperature, and the mixture was stirred for 15 min. After stirring, 15-crown-5 (143 mg) and furan-2-sulfonyl chloride (125 mg) were added dropwise and the mixture was further stirred at room temperature for 2 hr. Saturated aqueous ammonium chloride solution was added, and the mixture was concentrated under reduced... Starting materials: C(C)(=O)Cl (acetyl chloride), ice water, ice, CC1=C(C2=CC=CC=C2C=C1)O (2-methyl-l-naphthol), [Cl-].[Al+3].[Cl-].[Cl-] (aluminum chloride). Solvent: ClCCl (dichloromethane). Run at time 3 hour. Product: CC1=C(C2=CC=CC=C2C(=C1)C(C)=O)O (2-methyl-4-acetyl-l-naphthol). As a reaction SMILES: [CH3:1][C:2]1[CH:11]=[CH:10][C:9]2[C:4](=[CH:5][CH:6]=[CH:7][CH:8]=2)[C:3]=1[OH:12].[Cl-].[Al+3].[Cl-].[Cl-].[C:17](Cl)(=[O:19])[CH3:18]>ClCCl>[CH3:1][C:2]1[CH:11]=[C:10]([C:17](=[O:19])[CH3:18])[C:9]2[C:4](=[CH:5][CH:6]=[CH:7][CH:8]=2)[C:3]=1[OH:12] |f:1.2.3.4|. Procedure details: To an ice-cooled solution of 2-methyl-l-naphthol (7.9 g, 0.05 mmol) in dichloromethane, anhydrous aluminum chloride (7.2 g) was slowly added with stirring, followed by slow addition of acetyl chloride (4.7 g) to start reaction. The reaction mixture was stirred at 10° C. or below for 1 h, then at room temperature for 3 h. Thereafter, the mixture was poured into ice water. Then, the reaction product was extracted with dichloromethane and the extracted layer was washed with water. Further, the extr...